Dataset: the Open Reaction Database (ORD), a public repository of structured organic reaction records. Task: describe an organic reaction: reactants, conditions, products, and yield Reactants: [Cl-], N#CCc1cc(Cl)cc(Cl)c1, COc1nc(Cl)c(C(C)C)c(OC)n1, [H-], [NH4+], [Na+], CN(C)C=O. Product: COc1nc(OC)c(C(C)C)c(C(C#N)c2cc(Cl)cc(Cl)c2)n1. As a reaction SMILES: [Cl-:28].[Cl:15][c:16]1[cH:17][c:18]([CH2:23][C:24]#[N:25])[cH:19][c:20]([Cl:22])[cH:21]1.[Cl:1][c:2]1[n:3][c:4]([O:13][CH3:14])[n:5][c:6]([O:11][CH3:12])[c:7]1[CH:8]([CH3:9])[CH3:10].[H-:26].[NH4+:29].[Na+:27].[O:30]=[CH:31][N:32]([CH3:33])[CH3:34]>>[c:2]1([CH:23]([c:18]2[cH:17][c:16]([Cl:15])[cH:21][c:20]([Cl:22])[cH:19]2)[C:24]#[N:25])[n:3][c:4]([O:13][CH3:14])[n:5][c:6]([O:11][CH3:12])[c:7]1[CH:8]([CH3:9])[CH3:10]. The reactants are CO, ClC(Cl)Cl, COc1cc2nccc(Oc3ccc(NC(=O)Nc4ccc(Cl)cc4[N+](=O)[O-])cc3)c2cc1OC, [Na+], [Na+], O, O=S([O-])([O-])=S. Yields the product COc1cc2nccc(Oc3ccc(NC(=O)Nc4ccc(Cl)cc4N)cc3)c2cc1OC. Reaction SMILES: [CH3:44][OH:45].[CH:46]([Cl:47])([Cl:48])[Cl:49].[Cl:1][c:2]1[cH:3][c:4]([N+:33]([O-:34])=[O:35])[c:5]([NH:8][C:9](=[O:10])[NH:11][c:12]2[cH:13][cH:14][c:15]([O:18][c:19]3[cH:20][cH:21][n:22][c:23]4[cH:24][c:25]([O:31][CH3:32])[c:26]([O:29][CH3:30])[cH:27][c:28]34)[cH:16][cH:17]2)[cH:6][cH:7]1.[Na+:41].[Na+:42].[OH2:43].[S:36]([O-:37])([O-:38])(=[O:39])=[S:40]>>[Cl:1][c:2]1[cH:3][c:4]([NH2:33])[c:5]([NH:8][C:9](=[O:10])[NH:11][c:12]2[cH:13][cH:14][c:15]([O:18][c:19]3[cH:20][cH:21][n:22][c:23]4[cH:24][c:25]([O:31][CH3:32])[c:26]([O:29][CH3:30])[cH:27][c:28]34)[cH:16][cH:17]2)[cH:6][cH:7]1. Starting materials: CO (methanol), CO (methanol), [OH-].[Na+] (sodium hydroxide), above crude product, COC1=CC=C2C(CC(OC2=C1CCN1CCC(CC1)N1C=CC2=CC=C(C=C12)C(=O)OC)(C)C)=O (methyl 1-{1-[2-(7-methoxy-2,2-dimethyl-4-oxochroman-8-yl)ethyl]piperidin-4-yl}-1H-indole-6-carboxylate), [OH-].[Na+] (sodium hydroxide), Cl (hydrochloric acid). The solvent is O1CCCC1 (tetrahydrofuran), O1CCCC1 (tetrahydrofuran). Run at temperature 40 celsius, time 30 minute. Yields the product COC1=CC=C2C(CC(OC2=C1CCN1CCC(CC1)N1C=CC2=CC=C(C=C12)C(=O)O)(C)C)=O (1-{1-[2-(7-methoxy-2,2-dimethyl-4-oxochroman-8-yl) ethyl]piperidin-4-yl}-1H-indole-6-carboxylic acid). As a reaction SMILES: [CH3:1][O:2][C:3]1[C:12]([CH2:13][CH2:14][N:15]2[CH2:20][CH2:19][CH:18]([N:21]3[C:29]4[C:24](=[CH:25][CH:26]=[C:27]([C:30]([O:32]C)=[O:31])[CH:28]=4)[CH:23]=[CH:22]3)[CH2:17][CH2:16]2)=[C:11]2[C:6]([C:7](=[O:36])[CH2:8][C:9]([CH3:35])([CH3:34])[O:10]2)=[CH:5][CH:4]=1.[OH-].[Na+].CO.Cl>O1CCCC1>[CH3:1][O:2][C:3]1[C:12]([CH2:13][CH2:14][N:15]2[CH2:16][CH2:17][CH:18]([N:21]3[C:29]4[C:24](=[CH:25][CH:26]=[C:27]([C:30]([OH:32])=[O:31])[CH:28]=4)[CH:23]=[CH:22]3)[CH2:19][CH2:20]2)=[C:11]2[C:6]([C:7](=[O:36])[CH2:8][C:9]([CH3:34])([CH3:35])[O:10]2)=[CH:5][CH:4]=1 |f:1.2|. Procedure details: 3.5 g of the above crude product of methyl 1-{1-[2-(7-methoxy-2,2-dimethyl-4-oxochroman-8-yl)ethyl]piperidin-4-yl}-1H-indole-6-carboxylate was dissolved in 28.0 mL of tetrahydrofuran and added with 14 mL of 1 N aqueous sodium hydroxide. 14 mL of methanol was added and the mixture was heated to 40° C. and stirred for 30 minutes. 7 mL of tetrahydrofuran and 3.5 mL of methanol were added and the mixture was stirred for 2 hours and further stirred at the same temperature for about 16 hours. When the... Starting materials: Teflon, C1=CC=C2C(=C1)C=CC(=C2C3=C(C=CC4=CC=CC=C43)O)O (1,1′-bi-2-naphthol), (NH4)2SO3H2O, N (ammonia). Conditions: temperature 200 celsius. Yields the product NC1=C(C2=CC=CC=C2C=C1)C1=C(C=CC2=CC=CC=C12)O (2-amino-2′-hydroxy-1,1′-binaphthyl). Yield: 91.0%. RXN SMILES: [CH:1]1[CH:6]=[C:5]2[CH:7]=[CH:8][C:9](O)=[C:10]([C:11]3[C:20]4[C:15](=[CH:16][CH:17]=[CH:18][CH:19]=4)[CH:14]=[CH:13][C:12]=3[OH:21])[C:4]2=[CH:3][CH:2]=1.[NH3:23]>>[NH2:23][C:9]1[CH:8]=[CH:7][C:5]2[C:4](=[CH:3][CH:2]=[CH:1][CH:6]=2)[C:10]=1[C:11]1[C:20]2[C:15](=[CH:16][CH:17]=[CH:18][CH:19]=2)[CH:14]=[CH:13][C:12]=1[OH:21]. Reported procedure: To a 125 mL Teflon lined autoclave was added 5 g (17.5 mmol) of 1,1′-bi-2-naphthol, 23.47 g (175 mmol) of (NH4)2SO3H2O and 65 mL of concentrated aqueous ammonia. The mixture was heated in an oil-bath to 200° C. for 5 days, then cooled down to ambient temperature and filtered. The resulting solid was washed with water followed by recrystallization from benzene to afford 4.52 g (15.8 mmol, 91%) of pure 2-amino-2′-hydroxy-1,1′-binaphthyl. Enantiomerically pure NOBIN can be obtained by the resolutio... Reactants: O=C1CCC(=O)O1, COC(=O)C(Cc1ccc(N)cc1)NC(=O)OCC1c2ccccc2-c2ccccc21. Yields the product COC(=O)C(Cc1ccc(NC(=O)CCC(=O)O)cc1)NC(=O)OCC1c2ccccc2-c2ccccc21. Reaction SMILES: [O:1]=[C:2]1[CH2:3][CH2:4][C:5](=[O:6])[O:7]1.[cH:8]1[cH:9][cH:10][cH:11][c:12]2[c:20]1[CH:19]([CH2:21][O:22][C:23](=[O:24])[NH:25][CH:26]([C:27](=[O:28])[O:29][CH3:30])[CH2:31][c:32]1[cH:33][cH:34][c:35]([NH2:38])[cH:36][cH:37]1)[c:18]1[c:13]-2[cH:14][cH:15][cH:16][cH:17]1>>[O:1]=[C:2]([CH2:3][CH2:4][C:5](=[O:6])[OH:7])[NH:38][c:35]1[cH:34][cH:33][c:32]([CH2:31][CH:26]([NH:25][C:23]([O:22][CH2:21][CH:19]2[c:18]3[c:13]([cH:14][cH:15][cH:16][cH:17]3)-[c:12]3[cH:11][cH:10][cH:9][cH:8][c:20]32)=[O:24])[C:27](=[O:28])[O:29][CH3:30])[cH:37][cH:36]1.